This data is from the Open Reaction Database (ORD), a public repository of structured organic reaction records. The task is: describe an organic reaction: reactants, conditions, products, and yield Reactants: CC(C)(C)OC(=O)N1CCCC(C(N)=O)C1, O=P(Cl)(Cl)Cl, c1ccncc1. Yields the product CC(C)(C)OC(=O)N1CCCC(C#N)C1. RXN SMILES: [C:1]([NH2:2])(=[O:3])[CH:4]1[CH2:5][N:6]([C:10](=[O:11])[O:12][C:13]([CH3:14])([CH3:15])[CH3:16])[CH2:7][CH2:8][CH2:9]1.[P:17]([Cl:18])([Cl:19])([Cl:20])=[O:21].[cH:22]1[cH:23][cH:24][n:25][cH:26][cH:27]1>>[C:1](#[N:2])[CH:4]1[CH2:5][N:6]([C:10](=[O:11])[O:12][C:13]([CH3:14])([CH3:15])[CH3:16])[CH2:7][CH2:8][CH2:9]1. Reactants: O=Cc1ccc(Oc2ccc(F)cc2)cc1, FC(F)(F)c1nnc2ccc(N3CCNCC3)nn12. The product is Fc1ccc(Oc2ccc(CN3CCN(c4ccc5nnc(C(F)(F)F)n5n4)CC3)cc2)cc1. As a reaction SMILES: [F:20][c:21]1[cH:22][cH:23][c:24]([O:25][c:26]2[cH:27][cH:28][c:29]([CH:30]=[O:31])[cH:32][cH:33]2)[cH:34][cH:35]1.[N:1]1([c:7]2[cH:8][cH:9][c:10]3[n:11]([n:12]2)[c:13]([C:16]([F:17])([F:18])[F:19])[n:14][n:15]3)[CH2:2][CH2:3][NH:4][CH2:5][CH2:6]1>>[N:1]1([c:7]2[cH:8][cH:9][c:10]3[n:11]([n:12]2)[c:13]([C:16]([F:17])([F:18])[F:19])[n:14][n:15]3)[CH2:2][CH2:3][N:4]([CH2:30][c:29]2[cH:28][cH:27][c:26]([O:25][c:24]3[cH:23][cH:22][c:21]([F:20])[cH:35][cH:34]3)[cH:33][cH:32]2)[CH2:5][CH2:6]1. Reactants: Cl.CC1=CC=C(CC2CCNCC2)C=C1 (4-(4-methylbenzyl)piperidine hydrochloride), C(C1=CC=CC=C1)OC=1C=C(OCCBr)C=CC1 (2-(3-benzyloxyphenoxy)ethyl bromide), C([O-])([O-])=O.[K+].[K+] (potassium carbonate), solid. Yields the product Cl.OC=1C=C(OCCN2CCC(CC2)CC2=CC=C(C=C2)C)C=CC1 (1-[2-(3-Hydroxyphenoxy)ethyl]-4-(4-methylbenzyl)piperidine hydrochloride). Reaction SMILES: [ClH:1].[CH3:2][C:3]1[CH:15]=[CH:14][C:6]([CH2:7][CH:8]2[CH2:13][CH2:12][NH:11][CH2:10][CH2:9]2)=[CH:5][CH:4]=1.[CH2:16]([O:23][C:24]1[CH:25]=[C:26]([CH:31]=[CH:32][CH:33]=1)[O:27]CCBr)[C:17]1C=CC=CC=1.C(=O)([O-])[O-].[K+].[K+]>>[ClH:1].[OH:27][C:26]1[CH:25]=[C:24]([CH:33]=[CH:32][CH:31]=1)[O:23][CH2:16][CH2:17][N:11]1[CH2:12][CH2:13][CH:8]([CH2:7][C:6]2[CH:5]=[CH:4][C:3]([CH3:2])=[CH:15][CH:14]=2)[CH2:9][CH2:10]1 |f:0.1,3.4.5,6.7|. Procedure: The title compound was prepared from 4-(4-methylbenzyl)piperidine hydrochloride (294 mg, 1.30 mmol), 2-(3-benzyloxyphenoxy)ethyl bromide (399 mg, 1.3 mmol) and potassium carbonate (449 mg, 3.2 mmol) in two steps as white-off solid (230 mg): mp 163-165° C. 1H NMR (CD3OD) 1.421 (m, 2 H), 1.733 (m, 2 H), 2.135 (s, 3 H), 2.424 (d, J=5.7 Hz, 2 H), 2.9 (m, 2 H), 3.370 (m, 2 H), 3.448 (m, 2 H), 4.147 (t, J=4.8 Hz, 2 H), 6.302 (m, 3 H), 6.937 (m, 5 H). The reactants are CCC(C)(C)c1ccc(CC(C)C=O)cc1, C, CC1CNCC(C)O1, Cc1ccccc1, [H][H], [Pd]. Yields the product CCC(C)(C)c1ccc(CC(C)CN2CC(C)OC(C)C2)cc1. As a reaction SMILES: [C:1]([CH3:2])([CH3:3])([CH2:4][CH3:5])[c:6]1[cH:7][cH:8][c:9]([CH2:12][CH:13]([CH:14]=[O:15])[CH3:16])[cH:10][cH:11]1.[C:27].[CH3:17][CH:18]1[O:19][CH:20]([CH3:24])[CH2:21][NH:22][CH2:23]1.[CH3:29][c:30]1[cH:31][cH:32][cH:33][cH:34][cH:35]1.[H:25][H:26].[Pd:28]>>[C:1]([CH3:2])([CH3:3])([CH2:4][CH3:5])[c:6]1[cH:7][cH:8][c:9]([CH2:12][CH:13]([CH2:14][N:22]2[CH2:21][CH:20]([CH3:24])[O:19][CH:18]([CH3:17])[CH2:23]2)[CH3:16])[cH:10][cH:11]1. Starting materials: CCO, CC(C=CN1CCCC1)c1ccccc1-c1ccccc1. Yields the product CC(CCN1CCCC1)c1ccccc1-c1ccccc1. As a reaction SMILES: [CH3:22][CH2:23][OH:24].[N:1]1([CH:6]=[CH:7][CH:8]([CH3:9])[c:10]2[c:11](-[c:16]3[cH:17][cH:18][cH:19][cH:20][cH:21]3)[cH:12][cH:13][cH:14][cH:15]2)[CH2:2][CH2:3][CH2:4][CH2:5]1>>[N:1]1([CH2:6][CH2:7][CH:8]([CH3:9])[c:10]2[c:11](-[c:16]3[cH:17][cH:18][cH:19][cH:20][cH:21]3)[cH:12][cH:13][cH:14][cH:15]2)[CH2:2][CH2:3][CH2:4][CH2:5]1.